describe an organic reaction: reactants, conditions, products, and yield From a dataset of the Open Reaction Database (ORD), a public repository of structured organic reaction records. Starting materials: CC(C)(C)OC(=O)N(CCc1ccc(Oc2ccc(N)cc2)cc1)Cc1ccccc1, ClCCl, O=C(O)C(F)(F)F. Yields the product Nc1ccc(Oc2ccc(CCNCc3ccccc3)cc2)cc1. Reaction SMILES: [C:8]([O:9][C:10](=[O:11])[N:14]([CH2:15][c:16]1[cH:17][cH:18][cH:19][cH:20][cH:21]1)[CH2:22][CH2:23][c:24]1[cH:25][cH:26][c:27]([O:30][c:31]2[cH:32][cH:33][c:34]([NH2:37])[cH:35][cH:36]2)[cH:28][cH:29]1)([CH3:12])([CH3:13])[CH3:38].[Cl:39][CH2:40][Cl:41].[OH:1][C:2]([C:3]([F:4])([F:5])[F:6])=[O:7]>>[NH:14]([CH2:15][c:16]1[cH:17][cH:18][cH:19][cH:20][cH:21]1)[CH2:22][CH2:23][c:24]1[cH:25][cH:26][c:27]([O:30][c:31]2[cH:32][cH:33][c:34]([NH2:37])[cH:35][cH:36]2)[cH:28][cH:29]1. As a reaction SMILES: [BH4-:18].[CH2:1]([c:2]1[cH:3][cH:4][cH:5][cH:6][cH:7]1)[CH:8]1[NH:9][C:10](=[O:17])[O:11][CH:12]1[C:13](=[O:14])[O:15][CH3:16].[CH3:22][CH2:23][OH:24].[ClH:21].[Na+:19].[OH2:20]>>[CH2:1]([c:2]1[cH:3][cH:4][cH:5][cH:6][cH:7]1)[CH:8]1[NH:9][C:10](=[O:17])[O:11][CH:12]1[CH2:13][OH:14]. The product is O=C1NC(Cc2ccccc2)C(CO)O1. The reactants are [BH4-], COC(=O)C1OC(=O)NC1Cc1ccccc1, CCO, Cl, [Na+], O. The product is CN1CC=CC(CO)C1. Reaction SMILES: [Al+3:13].[C:19](=[O:20])([O-:21])[O-:22].[CH3:1][N:2]1[CH2:3][CH:4]([C:8](=[O:9])[O:10][CH3:11])[CH:5]=[CH:6][CH2:7]1.[CH3:25][CH2:26][O:27][CH2:28][CH3:29].[H-:12].[H-:15].[H-:16].[H-:17].[K+:23].[K+:24].[Li+:14].[OH2:18]>>[CH3:1][N:2]1[CH2:3][CH:4]([CH2:8][OH:9])[CH:5]=[CH:6][CH2:7]1. The reactants are [Al+3], O=C([O-])[O-], COC(=O)C1C=CCN(C)C1, CCOCC, [H-], [H-], [H-], [H-], [K+], [K+], [Li+], O. Starting materials: C(CC(=O)OC)(=O)OC (dimethyl malonate), [H-].[Na+] (NaH), C(CC(=O)OC)(=O)OC (dimethyl malonate), C(C=C)(=O)OCC (ethyl acrylate). Solvent: C1CCOC1 (THF), C1CCOC1 (THF). Run at time 15 minute. Product: C(CCC(=O)OCC)(C(=O)OC)C(=O)OC (3-Ethyl 1,1-dimethyl 1,1,3-propanetricarboxylate). Isolated yield 76.6%. RXN SMILES: [C:1]([O:8][CH3:9])(=[O:7])[CH2:2][C:3]([O:5][CH3:6])=[O:4].[H-].[Na+].[C:12]([O:16][CH2:17][CH3:18])(=[O:15])[CH:13]=[CH2:14]>C1COCC1>[CH:2]([C:1]([O:8][CH3:9])=[O:7])([C:3]([O:5][CH3:6])=[O:4])[CH2:14][CH2:13][C:12]([O:16][CH2:17][CH3:18])=[O:15] |f:1.2|. Procedure details: To a solution of dimethyl malonate (2.5 g, 18.9 mmol) in anhydrous THF (20 mL) was added NaH (0.038 g, 0.95 mmol, 60% in mineral oil). The reaction was stirred at ambient temperature for 15 minutes. In a separate flask, ethyl acrylate (1.02 mL, 9.45 mmol) was dissolved in anhydro is THF (1 mL) and then added dropwise over 30 minutes to the dimethyl malonate solution. The reaction was stirred at ambient temperature overnight and then concentrated under vacuum. The residue was dissolved in EtOAc, ...